Dataset: the Open Reaction Database (ORD), a public repository of structured organic reaction records. Task: describe an organic reaction: reactants, conditions, products, and yield Starting materials: I(=O)(=O)(=O)[O-].[Na+] (sodium periodate), C(C)SCC=1N(C(=CN1)C1=NC(=NC=C1)NC1=CC=C(C=C1)S(NCCOCC)(=O)=O)CCC (4-[2-(ethylthiomethyl)-1-(propyl)imidazol-5-yl]-2-{4-[N-(2-ethoxyethyl)sulphamoyl]anilino}pyrimidine). The solvent is O (water), CO (MeOH). Conditions: time 18 hour. Product: C(C)S(=O)CC=1N(C(=CN1)C1=NC(=NC=C1)NC1=CC=C(C=C1)S(NCCOCC)(=O)=O)CCC (4-[2-(Ethylsulphinylmethyl)-1-(propyl)imidazol-5-yl]-2-{4-[N-(2-ethoxyethyl)sulphamoyl]anilino}pyrimidine). The yield is 50.8%. Reaction SMILES: I([O-])(=O)(=O)=[O:2].[Na+].[CH2:7]([S:9][CH2:10][C:11]1[N:12]([CH2:38][CH2:39][CH3:40])[C:13]([C:16]2[CH:21]=[CH:20][N:19]=[C:18]([NH:22][C:23]3[CH:28]=[CH:27][C:26]([S:29](=[O:37])(=[O:36])[NH:30][CH2:31][CH2:32][O:33][CH2:34][CH3:35])=[CH:25][CH:24]=3)[N:17]=2)=[CH:14][N:15]=1)[CH3:8]>O.CO>[CH2:7]([S:9]([CH2:10][C:11]1[N:12]([CH2:38][CH2:39][CH3:40])[C:13]([C:16]2[CH:21]=[CH:20][N:19]=[C:18]([NH:22][C:23]3[CH:24]=[CH:25][C:26]([S:29](=[O:37])(=[O:36])[NH:30][CH2:31][CH2:32][O:33][CH2:34][CH3:35])=[CH:27][CH:28]=3)[N:17]=2)=[CH:14][N:15]=1)=[O:2])[CH3:8] |f:0.1|. Procedure: A solution of sodium periodate (43 mg, 0.2 mmol) in water (0.5 ml) was added to a stirred solution of 4-[2-(ethylthiomethyl)-1-(propyl)imidazol-5-yl]-2-{4-[N-(2-ethoxyethyl)sulphamoyl]anilino}pyrimidine (Example 82; 70 mg, 0.14 mmol) in MeOH (2 ml) and the solution was stirred for 18 hours. The MeOH was removed by evaporation and the aqueous residue was extracted with EtOAc. The extracts were combined, washed with brine, dried and the volatiles removed by evaporation. The residue was purified by... The reactants are ClCCl, CN(C)CCc1sc2ccccc2c1C(C)(O)c1ccc(F)cn1, CS(=O)(=O)O, [NH4+], [OH-]. The product is C=C(c1ccc(F)cn1)c1c(CCN(C)C)sc2ccccc12. Reaction SMILES: [CH2:32]([Cl:33])[Cl:34].[CH3:1][N:2]([CH2:3][CH2:4][c:5]1[c:6]([C:14]([CH3:15])([OH:16])[c:17]2[n:18][cH:19][c:20]([F:23])[cH:21][cH:22]2)[c:7]2[c:8]([s:9]1)[cH:10][cH:11][cH:12][cH:13]2)[CH3:24].[CH3:25][S:26](=[O:27])(=[O:28])[OH:29].[NH4+:31].[OH-:30]>>[CH3:1][N:2]([CH2:3][CH2:4][c:5]1[c:6]([C:14](=[CH2:15])[c:17]2[n:18][cH:19][c:20]([F:23])[cH:21][cH:22]2)[c:7]2[c:8]([s:9]1)[cH:10][cH:11][cH:12][cH:13]2)[CH3:24]. Starting materials: C(C)OC(=O)C1=C(NC(C2=CC=C(C=C2)[N+](=O)[O-])=O)C=CC=C1 (2-ethoxycarbonyl-N-(4-nitrobenzoyl)aniline), [H-].[Na+] (sodium hydride), C(C)OCC (diethyl ether), IC (Iodomethane). Solvent: CN(C=O)C (N,N-dimethylformamide), C(C)(=O)OCC (ethyl acetate). Run at time 30 minute. Yields the product C(C)OC(=O)C1=C(N(C(C2=CC=C(C=C2)[N+](=O)[O-])=O)C)C=CC=C1 (2-ethoxycarbonyl-N-methyl-N-(4-nitrobenzoyl)aniline). Reaction SMILES: [CH2:1]([O:3][C:4]([C:6]1[CH:23]=[CH:22][CH:21]=[CH:20][C:7]=1[NH:8][C:9](=[O:19])[C:10]1[CH:15]=[CH:14][C:13]([N+:16]([O-:18])=[O:17])=[CH:12][CH:11]=1)=[O:5])[CH3:2].[H-].[Na+].IC.[CH2:28](OCC)C>CN(C)C=O.C(OCC)(=O)C>[CH2:1]([O:3][C:4]([C:6]1[CH:23]=[CH:22][CH:21]=[CH:20][C:7]=1[N:8]([CH3:28])[C:9](=[O:19])[C:10]1[CH:15]=[CH:14][C:13]([N+:16]([O-:18])=[O:17])=[CH:12][CH:11]=1)=[O:5])[CH3:2] |f:1.2|. Procedure: To a solution of 2-ethoxycarbonyl-N-(4-nitrobenzoyl)aniline (3.15 g) in N,N-dimethylformamide (30 ml) was added sodium hydride (60% in oil, 442 mg) and the solution was stirred at ambient temperature for 30 minutes. Iodomethane (1.56 g) was added to the solution and the mixture was stirred at ambient temperature for 4 hours. The solution was diluted with ethyl acetate and the solution was washed with successively with 1N hydrochloric acid, water and brine. The organic phase was dried over magnes... Reactants: Cl, CC(C)(C)OC(=O)NCCN1CCC(Oc2ccc(F)c(F)c2)CC1, C1COCCO1. Product: NCCN1CCC(Oc2ccc(F)c(F)c2)CC1. As a reaction SMILES: [ClH:26].[F:1][c:2]1[cH:3][c:4]([O:5][CH:6]2[CH2:7][CH2:8][N:9]([CH2:12][CH2:13][NH:14][C:15](=[O:16])[O:17][C:18]([CH3:19])([CH3:20])[CH3:21])[CH2:10][CH2:11]2)[cH:22][cH:23][c:24]1[F:25].[O:27]1[CH2:28][CH2:29][O:30][CH2:31][CH2:32]1>>[F:1][c:2]1[cH:3][c:4]([O:5][CH:6]2[CH2:7][CH2:8][N:9]([CH2:12][CH2:13][NH2:14])[CH2:10][CH2:11]2)[cH:22][cH:23][c:24]1[F:25]. Reported procedure: Compound 5ap, {circle around (R)}N-(benzoyl)-3-methyl-N′-[(4,7-dimethoxy-6-azaindol-3-yl)-oxoacetyl]piperazine (white solid) was prepared using the same method used to prepare compound 5a except that Potassium (4,7-dimethoxy-6-azaindol-3-yl)-oxoacetate was used as the starting material. MS m/z: (M+H)+ calcd for C23H25N4O5: 437.18; found 437.24. HPLC retention time: 1.37 minutes (column B). Yields the product COC1=C2C=CNC2=C(N=C1)OC (4,7-dimethoxy-6-azaindole). Starting materials: ( R ), C(C1=CC=CC=C1)(=O)N1CC(N(CC1)C(C(=O)C1=CNC2=C(N=CC(=C12)OC)OC)=O)C (N-(benzoyl)-3-methyl-N′-[(4,7-dimethoxy-6-azaindol-3-yl)-oxoacetyl]piperazine), compound 5a, COC1=C2C(=CNC2=C(N=C1)OC)C(C(=O)[O-])=O.[K+] (Potassium (4,7-dimethoxy-6-azaindol-3-yl)-oxoacetate). RXN SMILES: C(N1CCN(C(=O)C([C:18]2[C:26]3[C:21](=[C:22]([O:29][CH3:30])[N:23]=[CH:24][C:25]=3[O:27][CH3:28])[NH:20][CH:19]=2)=O)C(C)C1)(=O)C1C=CC=CC=1.COC1C=NC(OC)=C2C=1C(C(=O)C([O-])=O)=CN2.[K+]>>[CH3:28][O:27][C:25]1[CH:24]=[N:23][C:22]([O:29][CH3:30])=[C:21]2[C:26]=1[CH:18]=[CH:19][NH:20]2 |f:1.2|. Reactants: O=C([O-])[O-], COC(=O)c1ccc(NS(C)(=O)=O)cc1Cl, [Cs+], [Cs+], CI, CN(C)C=O. Yields the product COC(=O)c1ccc(N(C)S(C)(=O)=O)cc1Cl. As a reaction SMILES: [C:3](=[O:4])([O-:5])[O-:6].[Cl:9][c:10]1[c:11]([C:12](=[O:13])[O:14][CH3:15])[cH:16][cH:17][c:18]([NH:20][S:21](=[O:22])(=[O:23])[CH3:24])[cH:19]1.[Cs+:7].[Cs+:8].[I:1][CH3:2].[O:25]=[CH:26][N:27]([CH3:28])[CH3:29]>>[CH3:3][N:20]([c:18]1[cH:17][cH:16][c:11]([C:12](=[O:13])[O:14][CH3:15])[c:10]([Cl:9])[cH:19]1)[S:21](=[O:22])(=[O:23])[CH3:24]. Solvent: C1=CC=CC=C1 (benzene), C(C)(=O)OCC (ethyl acetate). The yield is 84.6%. Starting materials: OC1=CC=C(C=C1)CCC(=O)OC (methyl 3-[4-hydroxyphenyl)propionate), C(CCCCCCCCCCC)SCCO (2-(dodecylthio)ethanol), C1(=CC=CC=C1)P(C1=CC=CC=C1)C1=CC=CC=C1 (triphenylphosphine), N(=NC(=O)OCC)C(=O)OCC (diethyl azodicarboxylate). As a reaction SMILES: [OH:1][C:2]1[CH:7]=[CH:6][C:5]([CH2:8][CH2:9][C:10]([O:12][CH3:13])=[O:11])=[CH:4][CH:3]=1.[CH2:14]([S:26][CH2:27][CH2:28]O)[CH2:15][CH2:16][CH2:17][CH2:18][CH2:19][CH2:20][CH2:21][CH2:22][CH2:23][CH2:24][CH3:25].C1(P(C2C=CC=CC=2)C2C=CC=CC=2)C=CC=CC=1.N(C(OCC)=O)=NC(OCC)=O>C1C=CC=CC=1.C(OCC)(=O)C>[CH3:13][O:12][C:10](=[O:11])[CH2:9][CH2:8][C:5]1[CH:4]=[CH:3][C:2]([O:1][CH2:28][CH2:27][S:26][CH2:14][CH2:15][CH2:16][CH2:17][CH2:18][CH2:19][CH2:20][CH2:21][CH2:22][CH2:23][CH2:24][CH3:25])=[CH:7][CH:6]=1. Conditions: time 3 hour. Reported procedure: A solution of methyl 3-[4-hydroxyphenyl)propionate (2.46 g, 13.6 mmol), 2-(dodecylthio)ethanol (3.40 g, 13.7 mmol) and triphenylphosphine (3.60 g, 13.8 mmol) in dry benzene (50 ml) was treated at 22° C. with diethyl azodicarboxylate (2.43 g, 13.9 mmol) added dropwise over 10 min. After 3 h at 22° C., the reaction mixture was diluted with ethyl acetate, washed with water, brine and dried (magnesium sulfate). Evaporation under reduced pressure gave an oil which was triturated with hexane to precip... The product is COC(CCC1=CC=C(C=C1)OCCSCCCCCCCCCCCC)=O (3-[4-[2-(dodecylthio)ethoxy]phenyl]propanoic acid methyl ester).